The task is: describe an organic reaction: reactants, conditions, products, and yield. This data is from the Open Reaction Database (ORD), a public repository of structured organic reaction records. Reactants: CO (methanol), C[Si](O[C@@H]1[C@]2(C)[C@@H](CC1)[C@@H]1CCC3=CC(CC[C@]3(CO[Si](C)(C)C)[C@H]1CC2)=O)(C)C (17β,19-Di(trimethylsiloxy)-4-androsten-3-one), C1(=CC=C(C=C1)S(=O)(=O)O)C (p-toluenesulfonic acid), methyl enol ether, COC(OC)OC (trimethylorthoformate), 3-methoxy-3,5-diene. The solvent is O1CCCC1 (tetrahydrofuran). Yields the product C[Si](O[C@@H]1[C@]2(C)[C@@H](CC1)[C@@H]1CC[C@H]3CC(CC[C@]3(CO[Si](C)(C)C)[C@H]1CC2)=O)(C)C (17β,19-di(trimethylsiloxy)-5α-androstan-3-one). As a reaction SMILES: [CH3:1][Si:2]([CH3:30])([CH3:29])[O:3][C@H:4]1[CH2:9][CH2:8][C@H:7]2[C@H:10]3[C@H:25]([CH2:26][CH2:27][C@:5]12[CH3:6])[C@:18]1([CH2:19][O:20][Si:21]([CH3:24])([CH3:23])[CH3:22])[C:13](=[CH:14][C:15](=[O:28])[CH2:16][CH2:17]1)[CH2:12][CH2:11]3.COC(OC)OC.C1(C)C=CC(S(O)(=O)=O)=CC=1.CO>O1CCCC1>[CH3:29][Si:2]([CH3:1])([CH3:30])[O:3][C@H:4]1[CH2:9][CH2:8][C@H:7]2[C@H:10]3[C@H:25]([CH2:26][CH2:27][C@:5]12[CH3:6])[C@:18]1([CH2:19][O:20][Si:21]([CH3:22])([CH3:23])[CH3:24])[C@H:13]([CH2:14][C:15](=[O:28])[CH2:16][CH2:17]1)[CH2:12][CH2:11]3. Reported procedure: Hydrogenation of 19-hydroxy-5-androstenes by means of 10% palladium on charcoal results in good yields of the corresponding 19-hydroxy-5α-androstanes. Suitable steroid substrates which fulfill the 5-ene requirement for stereoselectivity during the reduction include 3β,19-dihydroxy-5-androstenes, 19-hydroxy-5-androsten-3-ones, 19-hydroxy-5-androsten-3-one 3-cyclic ethyleneketal and 3-alkoxy-3,5-androstadien-19-ols. Typical reduction conditions utilize 2-10parts of the steroid substrate to 1 part ... Starting materials: C(C)(=O)NC(CSC(C)=O)=O (N-acetyl-2-(acetylthio)acetamide), [OH-].[Na+] (sodium hydroxide), O1C(=CC=C1)C(=O)Cl (2-furoyl chloride). Solvent: CO (methanol). Run at temperature 0 celsius, time 1 hour. The product is O1C(=CC=C1)C(=O)SCC(=O)N (2-(2-furoylthio)acetamide). Reaction SMILES: C([NH:4][C:5](=[O:11])[CH2:6][S:7][C:8](=[O:10])[CH3:9])(=O)C.[OH-].[Na+].[O:14]1C=[CH:17][CH:16]=[C:15]1C(Cl)=O>CO>[O:14]1[CH:15]=[CH:16][CH:17]=[C:9]1[C:8]([S:7][CH2:6][C:5]([NH2:4])=[O:11])=[O:10] |f:1.2|. Reported procedure: A slurry was prepared from 8.75 g. (0.05 mole) of N-acetyl-2-(acetylthio)acetamide and 100 ml. of methanol at -5° C., and nitrogen was bubbled through the slurry. There was then added 2.0 g. (0.05 mole) of sodium hydroxide in 20 ml. of methanol. The reaction mixture was aged for 1 hour and then concentrated under high vacuum while the temperature was kept below 30° C. Next, 100 ml. of dimethylformamide was added and the reaction mixture was cooled to 0° C. There was then added 7.2 g. (0.055 mole... Starting materials: C(C)OCC=1C=C(C=NC1)C1=CC=C(C=C1)C(C(=O)O)(C)C (2-(4-(5-(ethoxymethyl)pyridin-3-yl)phenyl)-2-methylpropanoic acid), C(C(C)C)N (isobutylamine). The product is C(C)OCC=1C=C(C=NC1)C1=CC=C(C=C1)C(C(=O)NCC(C)C)(C)C (2-(4-(5-(ethoxymethyl)pyridin-3-yl)phenyl)-N-isobutyl-2-methylpropanamide). Yield: 80.0%. Reaction SMILES: [CH2:1]([O:3][CH2:4][C:5]1[CH:6]=[C:7]([C:11]2[CH:16]=[CH:15][C:14]([C:17]([CH3:22])([CH3:21])[C:18]([OH:20])=O)=[CH:13][CH:12]=2)[CH:8]=[N:9][CH:10]=1)[CH3:2].[CH2:23]([NH2:27])[CH:24]([CH3:26])[CH3:25]>>[CH2:1]([O:3][CH2:4][C:5]1[CH:6]=[C:7]([C:11]2[CH:12]=[CH:13][C:14]([C:17]([CH3:22])([CH3:21])[C:18]([NH:27][CH2:23][CH:24]([CH3:26])[CH3:25])=[O:20])=[CH:15][CH:16]=2)[CH:8]=[N:9][CH:10]=1)[CH3:2]. Procedure: Prepared in a similar manner to Example 3 from 2-(4-(5-(ethoxymethyl)pyridin-3-yl)phenyl)-2-methylpropanoic acid (example 26a) and isobutylamine. Yield: 80%. 1H NMR (400 MHz, dMSO): δ 0.72 (s, 3H); 0.74 (s, 3H); 1.15 (t, 3H, J=6.8); 1.46 (s, 6H); 1.68 (m, 1H); 2.83 (t, 2H, J=5.6); 3.51 (q, 2H, J=7.2); 4.54 (s, 2H); 7.4 (t, 1H); 7.41 (d, 2H, J=6.4); 7.66 (d, 2H, J=6.8); 7.95 (t, 1H, J=2.4); 8.49 (d, 1H, J=1.6); 8.78 (d, 1H, J=2.8). MS (M+H, 355). The reactants are COC(Cl)Cl, COc1cccc2c1CCC(=O)N2, [Cl-], [Cl-], [Cl-], [Cl-], ClCCl, O, [Ti+4]. The product is COc1ccc(C=O)c2c1CCC(=O)N2. As a reaction SMILES: [CH3:14][O:15][CH:16]([Cl:17])[Cl:18].[CH3:1][O:2][c:3]1[c:4]2[c:9]([cH:10][cH:11][cH:12]1)[NH:8][C:7](=[O:13])[CH2:6][CH2:5]2.[Cl-:23].[Cl-:24].[Cl-:25].[Cl-:26].[Cl:20][CH2:21][Cl:22].[OH2:19].[Ti+4:27]>>[CH3:1][O:2][c:3]1[c:4]2[c:9]([c:10]([CH:14]=[O:15])[cH:11][cH:12]1)[NH:8][C:7](=[O:13])[CH2:6][CH2:5]2.